Task: describe an organic reaction: reactants, conditions, products, and yield. Dataset: the Open Reaction Database (ORD), a public repository of structured organic reaction records Reported procedure: A solution of chlorine (0.01 mol) in acetic anhydride (100 ml) was added to a solution of 4,6-dimethylpyrimid-2-one (0.008 mol) in acetic anhydride (100 ml) and the solution left at room temperature for 1 hr before the solid precipitate was collected and recrystallised from water; m.p. 235° C. (decomp.) Yields the product CC1=NC(NC(=C1Cl)C)=O (4,6-Dimethyl-5-chloropyrimid-2-one). Starting materials: ClCl (chlorine), CC1=NC(NC(=C1)C)=O (4,6-dimethylpyrimid-2-one). Conditions: time 1 hour. Run in C(C)(=O)OC(C)=O (acetic anhydride), C(C)(=O)OC(C)=O (acetic anhydride). As a reaction SMILES: [Cl:1]Cl.[CH3:3][C:4]1[CH:9]=[C:8]([CH3:10])[NH:7][C:6](=[O:11])[N:5]=1>C(OC(=O)C)(=O)C>[CH3:3][C:4]1[C:9]([Cl:1])=[C:8]([CH3:10])[NH:7][C:6](=[O:11])[N:5]=1. Reactants: COC1=C(CN(S(=O)(=O)C=2C=C3C=CN=C(C3=CC2)C2=C(C=C(C=C2)C(F)(F)F)F)C=2SC=CN2)C=CC(=C1)OC (N-(2,4-dimethoxybenzyl)-1-(2-fluoro-4-(trifluoromethyl)phenyl)-N-(thiazol-2-yl)isoquinoline-6-sulfonamide), C(=O)(C(F)(F)F)O (TFA). The solvent is C(Cl)Cl (DCM). Run at time 30 minute. Product: FC1=C(C=CC(=C1)C(F)(F)F)C1=NC=CC2=CC(=CC=C12)S(=O)(=O)NC=1SC=CN1 (1-(2-fluoro-4-(trifluoromethyl)phenyl)-N-(thiazol-2-yl)isoquinoline-6-sulfonamide). As a reaction SMILES: COC1C=C(OC)C=CC=1C[N:6]([C:31]1[S:32][CH:33]=[CH:34][N:35]=1)[S:7]([C:10]1[CH:11]=[C:12]2[C:17](=[CH:18][CH:19]=1)[C:16]([C:20]1[CH:25]=[CH:24][C:23]([C:26]([F:29])([F:28])[F:27])=[CH:22][C:21]=1[F:30])=[N:15][CH:14]=[CH:13]2)(=[O:9])=[O:8].C(O)(C(F)(F)F)=O>C(Cl)Cl>[F:30][C:21]1[CH:22]=[C:23]([C:26]([F:27])([F:29])[F:28])[CH:24]=[CH:25][C:20]=1[C:16]1[C:17]2[C:12](=[CH:11][C:10]([S:7]([NH:6][C:31]3[S:32][CH:33]=[CH:34][N:35]=3)(=[O:9])=[O:8])=[CH:19][CH:18]=2)[CH:13]=[CH:14][N:15]=1. Reported procedure: A microwave vial was charged with 1-chloro-N-(2,4-dimethoxybenzyl)-N-(thiazol-2-yl)isoquinoline-6-sulfonamide (Intermediate OOO; 0.250 g, 0.525 mmol), (2-fluoro-4-(trifluoromethyl)phenyl)boronic acid (0.164 g, 0.788 mmol), Pd(PPh3)4 (0.061 g, 0.053 mmol), and potassium carbonate (0.363 g, 2.63 mmol). Dioxane (2.63 mL) and Water (0.875 mL) were added, the vial was flushed with argon and sealed, and heated in a microwave reactor at 90° C. for 30 minutes. The reaction was diluted with ethyl acetate... Reactants: C(#N)CC1=C(C(=O)O)C=C(C(=C1)OC)OC (2-cyanomethyl-4,5-dimethoxy-benzoic acid), NC1=NNC(=C1)C1CC1 (3-amino-5-cyclopropylpyrazol). Yields the product C1(CC1)C1=CC(=NN1)NC=1NC(C2=CC(=C(C=C2C1)OC)OC)=O (3-(5-Cyclopropyl-1H-pyrazol-3-ylamino)-6,7-dimethoxy-2H-isoquinolin-1-one). RXN SMILES: [C:1]([CH2:3][C:4]1[CH:12]=[C:11]([O:13][CH3:14])[C:10]([O:15][CH3:16])=[CH:9][C:5]=1[C:6](O)=[O:7])#[N:2].[NH2:17][C:18]1[CH:22]=[C:21]([CH:23]2[CH2:25][CH2:24]2)[NH:20][N:19]=1>>[CH:23]1([C:21]2[NH:20][N:19]=[C:18]([NH:17][C:1]3[NH:2][C:6](=[O:7])[C:5]4[C:4]([CH:3]=3)=[CH:12][C:11]([O:13][CH3:14])=[C:10]([O:15][CH3:16])[CH:9]=4)[CH:22]=2)[CH2:25][CH2:24]1. Procedure details: Similar procedure as described in example 2c was used, starting from 2-cyanomethyl-4,5-dimethoxy-benzoic acid and 3-amino-5-cyclopropylpyrazol to give 3-(5-Cyclopropyl-1H-pyrazol-3-ylamino)-6,7-dimethoxy-2H-isoquinolin-1-one. LC-MS: m/e 327 (MH+).